This data is from the Open Reaction Database (ORD), a public repository of structured organic reaction records. The task is: describe an organic reaction: reactants, conditions, products, and yield Starting materials: C(C=C)[C@@]1(C(N([C@@H]([C@H](C1)C1=CC(=CC=C1)Cl)C1=CC=C(C=C1)Cl)[C@H](C=O)CC)=O)C ((S)-2-((3S,5R,6S)-3-Allyl-5-(3-chlorophenyl)-6-(4-chlorophenyl)-3-methyl-2-oxopiperidin-1-yl)butanal), C(C)(=O)O (acetic acid), CN (methylamine), C1CCOC1 (THF), C(C)(=O)O[BH-](OC(C)=O)OC(C)=O.[Na+] (sodium triacetoxyborohydride). Solvent: C(CCl)Cl (ClCH2CH2Cl). Conditions: time 3 hour. Product: C(C=C)[C@@]1(C(N([C@@H]([C@H](C1)C1=CC(=CC=C1)Cl)C1=CC=C(C=C1)Cl)[C@H](CNC)CC)=O)C ((3S,5R,6S)-3-allyl-5-(3-chlorophenyl)-6-(4-chlorophenyl)-3-methyl-1-((S)-1-(methylamino)butan-2-yl)piperidin-2-one). Reaction SMILES: [CH2:1]([C@@:4]1([CH3:30])[CH2:9][C@H:8]([C:10]2[CH:15]=[CH:14][CH:13]=[C:12]([Cl:16])[CH:11]=2)[C@@H:7]([C:17]2[CH:22]=[CH:21][C:20]([Cl:23])=[CH:19][CH:18]=2)[N:6]([C@@H:24]([CH2:27][CH3:28])[CH:25]=O)[C:5]1=[O:29])[CH:2]=[CH2:3].C(O)(=O)C.[CH3:35][NH2:36].C1COCC1.C(O[BH-](OC(=O)C)OC(=O)C)(=O)C.[Na+]>C(Cl)CCl>[CH2:1]([C@@:4]1([CH3:30])[CH2:9][C@H:8]([C:10]2[CH:15]=[CH:14][CH:13]=[C:12]([Cl:16])[CH:11]=2)[C@@H:7]([C:17]2[CH:22]=[CH:21][C:20]([Cl:23])=[CH:19][CH:18]=2)[N:6]([C@@H:24]([CH2:27][CH3:28])[CH2:25][NH:36][CH3:35])[C:5]1=[O:29])[CH:2]=[CH2:3] |f:4.5|. Reported procedure: To a solution of (S)-2-((3S,5R,6S)-3-allyl-5-(3-chlorophenyl)-6-(4-chlorophenyl)-3-methyl-2-oxopiperidin-1-yl)butanal (70 mg, 0.16 mmol; Example 91, Step C) and acetic acid (271 μL, 4.73 mmol) in ClCH2CH2Cl (2.6 mL) was added 2 M methylamine in THF (788 μL, 1.58 mmol) and sodium triacetoxyborohydride (100 mg, 0.47 mmol) at rt. After being stirred at rt for 3 h, the reaction was quenched (sat aq. NaHCO3), extracted (2×EtOAc), and washed (sat. aq. NaCl solution). The combined organic layers were d... Reactants: C=CCCC1(C(=O)NC(Cc2ccc(NC(=O)c3c(Cl)cccc3Cl)cc2)C(=O)OC)CCCC1, CCO. Product: CCCCC1(C(=O)NC(Cc2ccc(NC(=O)c3c(Cl)cccc3Cl)cc2)C(=O)OC)CCCC1. As a reaction SMILES: [CH3:1][O:2][C:3]([CH:4]([NH:5][C:6](=[O:7])[C:8]1([CH2:13][CH2:14][CH:15]=[CH2:16])[CH2:9][CH2:10][CH2:11][CH2:12]1)[CH2:17][c:18]1[cH:19][cH:20][c:21]([NH:24][C:25](=[O:26])[c:27]2[c:28]([Cl:34])[cH:29][cH:30][cH:31][c:32]2[Cl:33])[cH:22][cH:23]1)=[O:35].[CH3:36][CH2:37][OH:38]>>[CH3:1][O:2][C:3]([CH:4]([NH:5][C:6](=[O:7])[C:8]1([CH2:13][CH2:14][CH2:15][CH3:16])[CH2:9][CH2:10][CH2:11][CH2:12]1)[CH2:17][c:18]1[cH:19][cH:20][c:21]([NH:24][C:25](=[O:26])[c:27]2[c:28]([Cl:34])[cH:29][cH:30][cH:31][c:32]2[Cl:33])[cH:22][cH:23]1)=[O:35].